From a dataset of the Open Reaction Database (ORD), a public repository of structured organic reaction records. describe an organic reaction: reactants, conditions, products, and yield Starting materials: N1CCNCC1 (piperazine), ClC1=CC=CC=C1 (chlorobenzene), C(#N)C1=C(C=CC=C1)SCl (2-cyanobenzenesulfenyl chloride). Run in C(CO)O (ethylene glycol). Yields the product N1(CCNCC1)C1=NSC2=C1C=CC=C2 (3-(1-piperazinyl)-1,2-benzisothiazole). The yield is 91.0%. As a reaction SMILES: [NH:1]1[CH2:6][CH2:5][NH:4][CH2:3][CH2:2]1.ClC1C=CC=CC=1.[C:14]([C:16]1[CH:21]=[CH:20][CH:19]=[CH:18][C:17]=1[S:22]Cl)#[N:15]>C(O)CO>[N:1]1([C:14]2[C:16]3[CH:21]=[CH:20][CH:19]=[CH:18][C:17]=3[S:22][N:15]=2)[CH2:6][CH2:5][NH:4][CH2:3][CH2:2]1. Reported procedure: 215.4 g (2.50 mol) of piperazine, 50.0 g of chlorobenzene, 100.0 g of ethylene glycol were placed in a four-neck 1000 ml flask equipped with a stirrer, a thermometer, a dropping funnel and a condenser, 214.1 g (1.00 mol) of 2-cyanobenzenesulfenyl chloride was added dropwise in the melted state at about 120° C. over 1 hour while stirring, which was thereafter stirred for 2 hours to complete the reaction. After excess piperazine was removed with water, the reaction mixture was made acidic with hyd... The reactants are CCN(CC)c1ccccc1, Cl, O=C(O)c1ccc([N+](=O)[O-])cn1, Cc1cc(Nc2ccc(N)cc2)nc(N)n1, O=P(Cl)(Cl)Cl. Yields the product Cc1cc(Nc2ccc(NC(=O)c3ccc([N+](=O)[O-])cn3)cc2)nc(N)n1. As a reaction SMILES: [CH2:30]([N:31]([CH2:32][CH3:33])[c:34]1[cH:35][cH:36][cH:37][cH:38][cH:39]1)[CH3:40].[ClH:13].[N+:1](=[O:2])([O-:3])[c:4]1[cH:5][cH:6][c:7]([C:10](=[O:11])[OH:12])[n:8][cH:9]1.[NH2:14][c:15]1[cH:16][cH:17][c:18]([NH:21][c:22]2[n:23][c:24]([NH2:29])[n:25][c:26]([CH3:28])[cH:27]2)[cH:19][cH:20]1.[P:41]([Cl:42])([Cl:43])([Cl:44])=[O:45]>>[N+:1](=[O:2])([O-:3])[c:4]1[cH:5][cH:6][c:7]([C:10](=[O:12])[NH:14][c:15]2[cH:16][cH:17][c:18]([NH:21][c:22]3[n:23][c:24]([NH2:29])[n:25][c:26]([CH3:28])[cH:27]3)[cH:19][cH:20]2)[n:8][cH:9]1. The reactants are C(C(=O)Cl)(=O)Cl (oxalyl chloride), [Na+].[N+](=O)([O-])C=1C=C(C(=O)[O-])C=C(C1)S(=O)(=O)O (3-nitro-5-sulfobenzoic acid monosodium salt), NCCCCCC(=O)OCC1=CC=CC=C1 (benzyl ε-aminocaproate). Solvent: N1=CC=CC=C1 (pyridine), C1CCOC1 (THF). Conditions: time 2 hour. The product is [N+](=O)([O-])C=1C=C(C(=O)NCCCCCC(=O)OCC2=CC=CC=C2)C=C(C1)S(=O)(=O)O (benzyl ε-(3-nitro-5-sulfobenzoylamino)caproate). Isolated yield 35.2%. Reaction SMILES: [Na+].[N+:2]([C:5]1[CH:6]=[C:7]([CH:11]=[C:12]([S:14]([OH:17])(=[O:16])=[O:15])[CH:13]=1)[C:8]([O-:10])=O)([O-:4])=[O:3].C(Cl)(=O)C(Cl)=O.[NH2:24][CH2:25][CH2:26][CH2:27][CH2:28][CH2:29][C:30]([O:32][CH2:33][C:34]1[CH:39]=[CH:38][CH:37]=[CH:36][CH:35]=1)=[O:31]>N1C=CC=CC=1.C1COCC1>[N+:2]([C:5]1[CH:6]=[C:7]([CH:11]=[C:12]([S:14]([OH:17])(=[O:16])=[O:15])[CH:13]=1)[C:8]([NH:24][CH2:25][CH2:26][CH2:27][CH2:28][CH2:29][C:30]([O:32][CH2:33][C:34]1[CH:39]=[CH:38][CH:37]=[CH:36][CH:35]=1)=[O:31])=[O:10])([O-:4])=[O:3] |f:0.1|. Procedure details: 14.6 g of 3-nitro-5-sulfobenzoic acid monosodium salt were dissolved in 300 ml of pyridine and stirred for 2 hours, after which 2.2 ml of oxalyl chloride were added dropwise. After 1 hour, 16.6 g of benzyl ε-aminocaproate as a solution in 100 ml of THF were added dropwise and the mixture was stirred overnight. The mixture was concentrated on a rotary evaporator and then stirred with 100 g of strongly acid ion exchanger in 100 ml water for 50 hours. The mixture was filtered and washed with water,... Starting materials: Br.OC1=C(C=CC(=C1)C)NC=1SC=C(N1)C(=O)OCC (2-(2-hydroxy-4-methylphenyl)amino-4-carbethoxythiazole hydrobromide), [H-].[Al+3].[Li+].[H-].[H-].[H-] (lithium aluminium hydride). Run in C1CCOC1 (THF). The product is OC1=C(C=CC(=C1)C)NC=1SC=C(N1)CO (2-(2-hydroxy-4-methylphenyl)amino-4-hydroxymethylthiazole). The yield is 30.0%. RXN SMILES: Br.[OH:2][C:3]1[CH:8]=[C:7]([CH3:9])[CH:6]=[CH:5][C:4]=1[NH:10][C:11]1[S:12][CH:13]=[C:14]([C:16](OCC)=[O:17])[N:15]=1.[H-].[Al+3].[Li+].[H-].[H-].[H-]>C1COCC1>[OH:2][C:3]1[CH:8]=[C:7]([CH3:9])[CH:6]=[CH:5][C:4]=1[NH:10][C:11]1[S:12][CH:13]=[C:14]([CH2:16][OH:17])[N:15]=1 |f:0.1,2.3.4.5.6.7|. Procedure: 0.02 mole of the product obtained in Example 2 is added in small portions at room temperature to a suspension of 0.05 mole of lithium aluminium hydride in 100 ml of anhydrous THF. Stirring is maintained for 1 hour at room temperature, the mixture is cooled and the excess hydride destroyed by adding water, the solid is allowed to drain and the filtrate is evaporated under vacuum on a water bath. The oily residue is then crystallized in ether and recrystallized in a methanol/ether mixture. (M.p. 1... The reactants are N1(CCOCC1)C=1N=C(NC(C1)=O)CC(=O)[O-].[Na+] (sodium (4-morpholin-4-yl-6-oxo-1,6-dihydropyrimidin-2-yl)acetate), ClC1=C2CC(NC2=CC=C1F)C (4-chloro-5-fluoro-2-methyl-2,3-dihydro-1H-indole). Yields the product eluent 99/01, ClC1=C2CC(N(C2=CC=C1F)C(CC1=NC(=CC(N1)=O)N1CCOCC1)=O)C (2-[2-(4-chloro-5-fluoro-2-methyl-2,3-dihydroindol-1-yl)-2-oxoethyl]-6-morpholin-4-yl-3H-pyrimidin-4-one). Isolated yield 44.8%. RXN SMILES: [N:1]1([C:7]2[N:8]=[C:9]([CH2:14][C:15]([O-:17])=O)[NH:10][C:11](=[O:13])[CH:12]=2)[CH2:6][CH2:5][O:4][CH2:3][CH2:2]1.[Na+].[Cl:19][C:20]1[C:28]([F:29])=[CH:27][CH:26]=[C:25]2[C:21]=1[CH2:22][CH:23]([CH3:30])[NH:24]2>>[Cl:19][C:20]1[C:28]([F:29])=[CH:27][CH:26]=[C:25]2[C:21]=1[CH2:22][CH:23]([CH3:30])[N:24]2[C:15](=[O:17])[CH2:14][C:9]1[NH:10][C:11](=[O:13])[CH:12]=[C:7]([N:1]2[CH2:2][CH2:3][O:4][CH2:5][CH2:6]2)[N:8]=1 |f:0.1|. Procedure: The product is prepared according to the procedure described in example 1c, step 3c, using 248 mg of sodium (4-morpholin-4-yl-6-oxo-1,6-dihydropyrimidin-2-yl)acetate and 160 mg of 4-chloro-5-fluoro-2-methyl-2,3-dihydro-1H-indole (reference example 10c). After silica column purification: eluent 99/01 then 98/02 dichloromethane/methanol, 157 mg of 2-[2-(4-chloro-5-fluoro-2-methyl-2,3-dihydroindol-1-yl)-2-oxoethyl]-6-morpholin-4-yl-3H-pyrimidin-4-one are obtained in the form of a solid which will b... Starting materials: CO, Clc1cc(N2CCc3ccccc3C2)c2ccccc2n1, NCC(O)CO, O. Product: Cl, OCC(O)CNc1cc(N2CCc3ccccc3C2)c2ccccc2n1. As a reaction SMILES: [CH3:29][OH:30].[Cl:1][c:2]1[n:3][c:4]2[cH:5][cH:6][cH:7][cH:8][c:9]2[c:10]([N:12]2[CH2:13][c:14]3[cH:15][cH:16][cH:17][cH:18][c:19]3[CH2:20][CH2:21]2)[cH:11]1.[NH2:22][CH2:23][CH:24]([CH2:25][OH:26])[OH:27].[OH2:28]>>[ClH:1].[c:2]1([NH:22][CH2:23][CH:24]([CH2:25][OH:26])[OH:27])[n:3][c:4]2[cH:5][cH:6][cH:7][cH:8][c:9]2[c:10]([N:12]2[CH2:13][c:14]3[cH:15][cH:16][cH:17][cH:18][c:19]3[CH2:20][CH2:21]2)[cH:11]1. Reactants: C(CCCCCCCCCCCCC)(=O)O (tetradecanoic acid), [B-](F)(F)(F)F.CCOC(=O)C(=NOC(=[N+](C)C)N(C)C)C#N (TOTU), CN1CCOCC1 (N-methylmorpholine), C1=CC=CC=2C3=CC=CC=C3C(C12)COC(=O)NCCCCCCOC[C@@H]1C[C@H]([C@@H](O1)N1C=NC=2C(NC(=O)OCCC3=CC=C(C=C3)[N+](=O)[O-])=NC=NC12)OC(=O)OCCC1=CC=C(C=C1)[N+](=O)[O-] (3′-Deoxy-5′-O-{6-{{[(9H-fluoren-9-yl)methoxy]carbonyl}amino}hexanyl}-N6,2′-O-bis[2-(4-nitrophenyl)ethoxycarbonyl]adenosine), N1CCCCC1 (piperidine), C(=O)(O)[O-].[Na+] (NaHCO3). Solvent: CN(C)C=O (DMF), C(Cl)(Cl)Cl (CHCl3), CN(C)C=O (DMF). Product: C(CCCCCCCCCCCCC)(=O)NCCCCCC(=O)OC[C@@H]1C[C@H]([C@@H](O1)N1C=NC=2C(N)=NC=NC12)O (3′-Deoxy-5′-O-[6-(tetradecanoylamino)hexanoyl]adenosine). As a reaction SMILES: [C:1]([OH:16])(=O)[CH2:2][CH2:3][CH2:4][CH2:5][CH2:6][CH2:7][CH2:8][CH2:9][CH2:10][CH2:11][CH2:12][CH2:13][CH3:14].[B-](F)(F)(F)F.CC[O:24]C(C(C#N)=NOC(N(C)C)=[N+](C)C)=O.CN1CCOCC1.C1C2C(COC([NH:63][CH2:64][CH2:65][CH2:66][CH2:67][CH2:68][CH2:69][O:70][CH2:71][C@H:72]3[O:76][C@@H:75]([N:77]4[C:100]5[N:99]=[CH:98][N:97]=[C:81]([NH:82]C(OCCC6C=CC([N+]([O-])=O)=CC=6)=O)[C:80]=5[N:79]=[CH:78]4)[C@H:74]([O:101]C(OCCC4C=CC([N+]([O-])=O)=CC=4)=O)[CH2:73]3)=O)C3C(=CC=CC=3)C=2C=CC=1.N1CCCCC1.C([O-])(O)=O.[Na+]>C(Cl)(Cl)Cl.CN(C=O)C>[C:1]([NH:63][CH2:64][CH2:65][CH2:66][CH2:67][CH2:68][C:69]([O:70][CH2:71][C@H:72]1[O:76][C@@H:75]([N:77]2[C:100]3[N:99]=[CH:98][N:97]=[C:81]([NH2:82])[C:80]=3[N:79]=[CH:78]2)[C@H:74]([OH:101])[CH2:73]1)=[O:24])(=[O:16])[CH2:2][CH2:3][CH2:4][CH2:5][CH2:6][CH2:7][CH2:8][CH2:9][CH2:10][CH2:11][CH2:12][CH2:13][CH3:14] |f:1.2,6.7|. Reported procedure: As described in Preparation 4, with tetradecanoic acid (151 mg, 0.66 mmol), TOTU (67 mg, 0.66 mmol), and N-methylmorpholine (67, 0.66 mmol) in abs. DMF (3 ml; 1 h). Deblocking of 7 (584 mg, 0.6 mmol) with 3% piperidine in abs. DMF (6 ml; 10 min) and addition of above-mentioned soln. (r.t., 2.5 h). Workup with CHCl3 (150 ml) and NaHCO3 soln. (2×70 ml) and reextraction. Purification by FC (silica gel, 12×3 cm, CHCl3, then CHCl3/MeOH 98:2,95:5): 405 mg (70%) of 14. Colorless oil. 1H-NMR (CDCl3): 8.... Starting materials: COC(=O)C=Cc1ccc(C#Cc2cccc(CN(C)C3CC3)c2)cc1, CO, Cl, [K+], C1CCOC1, [OH-]. Yields the product CN(Cc1cccc(C#Cc2ccc(C=CC(=O)O)cc2)c1)C1CC1. As a reaction SMILES: [CH3:1][O:2][C:3]([CH:4]=[CH:5][c:6]1[cH:7][cH:8][c:9]([C:12]#[C:13][c:14]2[cH:15][c:16]([CH2:20][N:21]([CH3:22])[CH:23]3[CH2:24][CH2:25]3)[cH:17][cH:18][cH:19]2)[cH:10][cH:11]1)=[O:26].[CH3:30][OH:31].[ClH:29].[K+:28].[O:32]1[CH2:33][CH2:34][CH2:35][CH2:36]1.[OH-:27]>>[O:2]=[C:3]([CH:4]=[CH:5][c:6]1[cH:7][cH:8][c:9]([C:12]#[C:13][c:14]2[cH:15][c:16]([CH2:20][N:21]([CH3:22])[CH:23]3[CH2:24][CH2:25]3)[cH:17][cH:18][cH:19]2)[cH:10][cH:11]1)[OH:26]. Reactants: C12C3C(CC(C3C(CC1)C2)=O)=O (tricyclo [5,2,1,02,6 ] decane-3,5-dione), [N+](=O)(O)[O-] (nitric acid). The solvent is CCOCC (ether). Reaction conditions: time 1 hour. Yields the product [N+](=O)([O-])C1C(C2C3CCC(C2C1=O)C3)=O (4-Nitro tricyclo [5,2,1,02,6 ] decane-3,5-dione). As a reaction SMILES: [CH:1]12[CH2:10][CH:7]([CH2:8][CH2:9]1)[CH:6]1[CH:2]2[C:3](=[O:12])[CH2:4][C:5]1=[O:11].[N+:13]([O-])([OH:15])=[O:14]>CCOCC>[N+:13]([CH:4]1[C:3](=[O:12])[CH:2]2[CH:6]([CH:7]3[CH2:10][CH:1]2[CH2:9][CH2:8]3)[C:5]1=[O:11])([O-:15])=[O:14]. Procedure details: To a stirred suspension of tricyclo [5,2,1,02,6 ] decane-3,5-dione (0.82g; 0.05 mole) in dry ether (8ml.) was added fuming nitric acid (1ml.) at -20° C. After stirring for 1hr. at 20° C the solid was filtered, washed with cold, dry ether and recrystallised from methanol, m.p. 167° C. Reactants: CC1=C(C(=CC=C1)C)C1=NC(=C(C(=N1)OC)COC1=C(C=CC(=C1)C(C)C)C)C (2-(2,6-dimethylphenyl)-5-[(5-isopropyl-2-methylphenoxy)methyl]-4-methoxy-6-methylpyrimidine), Cl (HCl). Conditions: temperature 100 celsius. Yields the product CC1=C(C(=CC=C1)C)C1=NC(=C(C(=N1)O)COC1=C(C=CC(=C1)C(C)C)C)C (2-(2,6-dimethylphenyl)-5-[(5-isopropyl-2-methylphenoxy)methyl]-6-methylpyrimidin-4-ol). Reaction SMILES: [CH3:1][C:2]1[CH:7]=[CH:6][CH:5]=[C:4]([CH3:8])[C:3]=1[C:9]1[N:14]=[C:13]([O:15]C)[C:12]([CH2:17][O:18][C:19]2[CH:24]=[C:23]([CH:25]([CH3:27])[CH3:26])[CH:22]=[CH:21][C:20]=2[CH3:28])=[C:11]([CH3:29])[N:10]=1.Cl>>[CH3:1][C:2]1[CH:7]=[CH:6][CH:5]=[C:4]([CH3:8])[C:3]=1[C:9]1[N:14]=[C:13]([OH:15])[C:12]([CH2:17][O:18][C:19]2[CH:24]=[C:23]([CH:25]([CH3:26])[CH3:27])[CH:22]=[CH:21][C:20]=2[CH3:28])=[C:11]([CH3:29])[N:10]=1. Reported procedure: A mixture of 2-(2,6-dimethylphenyl)-5-[(5-isopropyl-2-methylphenoxy)methyl]-4-methoxy-6-methylpyrimidine (1.29 g, 3.30 mmol) and 6 N HCl is heated at 100° C. for 3 h (until starting material is consumed as determined by LC/MS analysis). The resulting mixture is adjusted to pH 6 using 10 N NaOH and extracted with EtOAc (100 mL×3). The combined extracts are washed with brine (50 mL), dried over anhydrous sodium sulfate, filtered and evaporated at reduced pressure to obtain a yellow gum. Purificati...